The task is: describe an organic reaction: reactants, conditions, products, and yield. This data is from the Open Reaction Database (ORD), a public repository of structured organic reaction records. The reactants are CC(C)(C)OC(=O)NN, CCN=C=NCCCN(C)C, CCN(C(C)C)C(C)C, O=C(O)c1cc2cc(Cl)ncc2[nH]1, CN(C)C=O, O, On1nnc2ccccc21. Yields the product CC(C)(C)OC(=O)NNC(=O)c1cc2cc(Cl)ncc2[nH]1. Reaction SMILES: [C:14]([NH:15][NH2:16])(=[O:17])[O:18][C:19]([CH3:20])([CH3:21])[CH3:22].[CH3:42][CH2:43][N:44]=[C:45]=[N:46][CH2:47][CH2:48][CH2:49][N:50]([CH3:51])[CH3:52].[CH:23]([N:24]([CH2:25][CH3:26])[CH:27]([CH3:28])[CH3:29])([CH3:30])[CH3:31].[Cl:1][c:2]1[cH:3][c:4]2[c:5]([cH:6][n:7]1)[nH:8][c:9]([C:11](=[O:12])[OH:13])[cH:10]2.[O:53]=[CH:54][N:55]([CH3:56])[CH3:57].[OH2:58].[OH:32][n:33]1[c:34]2[c:35]([cH:36][cH:37][cH:38][cH:39]2)[n:40][n:41]1>>[Cl:1][c:2]1[cH:3][c:4]2[c:5]([cH:6][n:7]1)[nH:8][c:9]([C:11](=[O:13])[NH:16][NH:15][C:14](=[O:17])[O:18][C:19]([CH3:20])([CH3:21])[CH3:22])[cH:10]2. Reactants: ClCCl, CCOCC, O=[Cr](=O)([O-])Cl, O=[N+]([O-])c1ccc(C2SCCCS2)c(CO)c1, c1cc[nH+]cc1. Product: O=Cc1cc([N+](=O)[O-])ccc1C1SCCCS1. As a reaction SMILES: [CH2:34]([Cl:35])[Cl:36].[CH3:29][CH2:30][O:31][CH2:32][CH3:33].[O:18]=[Cr:19]([Cl:20])([O-:21])=[O:22].[S:1]1[CH:2]([c:7]2[c:8]([CH2:9][OH:10])[cH:11][c:12]([N+:15](=[O:16])[O-:17])[cH:13][cH:14]2)[S:3][CH2:4][CH2:5][CH2:6]1.[nH+:23]1[cH:24][cH:25][cH:26][cH:27][cH:28]1>>[S:1]1[CH:2]([c:7]2[c:8]([CH:9]=[O:10])[cH:11][c:12]([N+:15](=[O:16])[O-:17])[cH:13][cH:14]2)[S:3][CH2:4][CH2:5][CH2:6]1. The reactants are N(=[N+]=[N-])[C@H]1C[C@@H](O[C@@H]1COC(C1=CC=C(C=C1)Cl)=O)N1C(=O)NC(=O)C(C)=C1 (3'-azido-5'-O-(4-chlorobenzoyl)-3'-deoxythymidine), C(C)(=O)Cl (acetyl chloride), C(Cl)(Cl)Cl.CO (CHCl3 MeOH). The reagents and catalysts are [Ag]C#N (silver cyanide). Run in C1=CC=CC=C1 (benzene). The product is C(C)(=O)N1C(N([C@H]2C[C@@H]([C@@H](COC(C3=CC(=CC=C3)Cl)=O)O2)N=[N+]=[N-])C=C(C1=O)C)=O (3-Acetyl-3'-azido-5'-O-(3-chlorobenzoyl)-3'-deoxythymidine). Isolated yield 64.0%. Reaction SMILES: [N:1]([C@@H:4]1[C@@H:8]([CH2:9][O:10][C:11](=[O:19])[C:12]2[CH:17]=C[C:15](Cl)=[CH:14][CH:13]=2)[O:7][C@@H:6]([N:20]2[CH:28]=[C:26]([CH3:27])[C:24](=[O:25])[NH:23][C:21]2=[O:22])[CH2:5]1)=[N+:2]=[N-:3].[C:29](Cl)(=[O:31])[CH3:30].[CH:33]([Cl:36])(Cl)Cl.CO>C1C=CC=CC=1.[Ag]C#N>[C:29]([N:23]1[C:24](=[O:25])[C:26]([CH3:27])=[CH:28][N:20]([C@@H:6]2[O:7][C@H:8]([CH2:9][O:10][C:11](=[O:19])[C:12]3[CH:13]=[CH:14][CH:15]=[C:33]([Cl:36])[CH:17]=3)[C@@H:4]([N:1]=[N+:2]=[N-:3])[CH2:5]2)[C:21]1=[O:22])(=[O:31])[CH3:30] |f:2.3|. Procedure details: To a mixture of 3'-azido-5'-O-(4-chlorobenzoyl)-3'-deoxythymidine (0.3 g, 0.74 mMol) and silver cyanide (0.4 g, 3.0 mMol) in 20 mL of benzene, excess acetyl chloride (2.6 g, 33 mMol) was added in several portions. The mixture was stirred at room temperature until the starting material disappeared (4 hours) as established by TLC CHCl3 /MeOH 20:1 (v/v). The reaction was filtered and the filtrate evaporated under reduced pressure to dryness. The resulting oily residue was chromatographed on silica ... The reactants are II (Iodine), C(C)C=1C=C(C=CC1)O (3-ethyl-phenol), C(C)(=O)[O-].[Tl+] (thallium (I) acetate). Solvent: C(Cl)Cl (methylene chloride), C(Cl)Cl (methylene chloride). Conditions: time 24 hour. Product: C(C)C=1C=CC(=C(C1)O)I (5-ethyl-2-iodophenol). Yield: 56.3%. As a reaction SMILES: [I:1]I.[CH2:3]([C:5]1[CH:6]=[C:7]([OH:11])[CH:8]=[CH:9][CH:10]=1)[CH3:4].C([O-])(=O)C.[Tl+]>C(Cl)Cl>[CH2:3]([C:5]1[CH:10]=[CH:9][C:8]([I:1])=[C:7]([OH:11])[CH:6]=1)[CH3:4] |f:2.3|. Procedure details: Iodine (6.35 g, 25 mmol) in methylene chloride (360 mL) was added dropwise over 3 h to a stirred suspension of 3-ethyl-phenol (3.05 g, 25 mmol) and thallium (I) acetate (7.90 g, 30 mmol) in methylene chloride (300 mL). The resulting mixture was stirred at room temperature for 24 h and filtered. The filtrate was concentrated in vacuo and the residue was purified by flash chromatography (Biotage system, KP-Sil™ 32-63 μm, 60 Å silica gel) eluting with 0-5% ethyl acetate in hexanes to afford 5-ethyl...